describe an organic reaction: reactants, conditions, products, and yield From a dataset of the Open Reaction Database (ORD), a public repository of structured organic reaction records. Starting materials: ClC=1C=C(CN2CC(OCC2)CN)C=CC1Cl ([4-(3,4-Dichlorobenzyl)morpholin-2-yl]methylamine), N(=C=O)C=1C=C(C#N)C=CC1 (3-isocyanatobenzonitrile). Yields the product C(#N)C=1C=C(C=CC1)NC(=O)NCC1CN(CCO1)CC1=CC(=C(C=C1)Cl)Cl (N-(3-Cyanophenyl)-N′-{[4-(3,4-dichlorobenzyl)morpholin-2-y l]methyl}urea). The yield is 67.5%. RXN SMILES: [Cl:1][C:2]1[CH:3]=[C:4]([CH:14]=[CH:15][C:16]=1[Cl:17])[CH2:5][N:6]1[CH2:11][CH2:10][O:9][CH:8]([CH2:12][NH2:13])[CH2:7]1.[N:18]([C:21]1[CH:22]=[C:23]([CH:26]=[CH:27][CH:28]=1)[C:24]#[N:25])=[C:19]=[O:20]>>[C:24]([C:23]1[CH:22]=[C:21]([NH:18][C:19]([NH:13][CH2:12][CH:8]2[O:9][CH2:10][CH2:11][N:6]([CH2:5][C:4]3[CH:14]=[CH:15][C:16]([Cl:17])=[C:2]([Cl:1])[CH:3]=3)[CH2:7]2)=[O:20])[CH:28]=[CH:27][CH:26]=1)#[N:25]. Procedure details: Example 5 was prepared in an analogous manner to Example 1 using a mixture of Intermediate 3 (0.025 g) and 3-isocyanatobenzonitrile (0.0196 g) to give the title compound (0.0257 g). LC-MS (System A): Rt 2.29 mins, Mass Spectrum m/z 419 [MH+]. Starting materials: COC (monomethyl ether), C1(=CC=C(C=C1)S(=O)(=O)O)C (p-toluenesulfonic acid), COCCCCCCO (1,6-hexanediol monomethyl ether), C(C=C)(=O)O (acrylic acid). Solvent: C1(=CC=CC=C1)C (toluene), O (water). The product is C(C=C)(=O)OCCCCCCOC (1,6-hexanediol monomethyl ether acrylate). Reaction SMILES: COC.[CH3:4][O:5][CH2:6][CH2:7][CH2:8][CH2:9][CH2:10][CH2:11]O.[C:13]([OH:17])(=[O:16])[CH:14]=[CH2:15].C1(C)C=CC(S(O)(=O)=O)=CC=1>C1(C)C=CC=CC=1.O>[C:13]([O:17][CH2:11][CH2:10][CH2:9][CH2:8][CH2:7][CH2:6][O:5][CH3:4])(=[O:16])[CH:14]=[CH2:15]. Procedure details: 803.6 grams of the monomethyl ether described in Part (A) above were azeotropically esterified with 629.8 grams acrylic acid in 254.6 grams toluene in the presence of 24 grams p-toluenesulfonic acid and inhibitors until no more water was collected. Conditions were 95°-98° C., nitrogen sparge in vacuo. On completion, the product was washed and neutralized with sodium carbonate. 900 ppm p-methoxyphenol (MEHQ) was added and the solvent removed at 80° C. with maximum vacuum in the presence of an air... The reactants are N1[C@H](C(=O)O)CCC1.C(C1=CC=CC=C1)NC([C@@H](N)[C@@H](C)CC)=O (L-proline L-isoleucine benzylamide), C([O-])([O-])=O.[Na+].[Na+] (sodium carbonate), BrCC(=O)C1=CC=C(C=C1)OC (2-bromo-4'- methoxyacetophenone). Solvent: CO (MeOH). Product: COC1=CC=C(C=C1)C(CN1[C@H](C(=O)N(C([C@@H](N)[C@@H](C)CC)=O)CC2=CC=CC=C2)CCC1)=O (L-isoleucine, N-[1-(2-(4-methoxyphenyl)-2-oxoethyl)-L-prolyl] benzylamide). Isolated yield 81.9%. As a reaction SMILES: [NH:1]1[CH2:8][CH2:7][CH2:6][C@H:2]1[C:3]([OH:5])=O.[CH2:9]([NH:16][C:17](=[O:24])[C@H:18]([C@H:20]([CH2:22][CH3:23])[CH3:21])[NH2:19])[C:10]1[CH:15]=[CH:14][CH:13]=[CH:12][CH:11]=1.C(=O)([O-])[O-].[Na+].[Na+].Br[CH2:32][C:33]([C:35]1[CH:40]=[CH:39][C:38]([O:41][CH3:42])=[CH:37][CH:36]=1)=[O:34]>CO>[CH3:42][O:41][C:38]1[CH:39]=[CH:40][C:35]([C:33](=[O:34])[CH2:32][N:1]2[CH2:8][CH2:7][CH2:6][C@H:2]2[C:3]([N:16]([CH2:9][C:10]2[CH:15]=[CH:14][CH:13]=[CH:12][CH:11]=2)[C:17](=[O:24])[C@H:18]([C@H:20]([CH2:22][CH3:23])[CH3:21])[NH2:19])=[O:5])=[CH:36][CH:37]=1 |f:0.1,2.3.4|. Reported procedure: Using the procedure described in example 5, treatment of L-proline-L-isoleucine benzylamide (208 mg, 0.65 mmol), with sodium carbonate (104 mg, 0.98 mmol), and 2-bromo-4'- methoxyacetophenone (195 mg, 0.85 mmol, 1.3 eq) in MeOH (10 mL), provided 248 mg (81%) of L-isoleucine, N-[1-(2-(4-methoxyphenyl)-2-oxoethyl)-L-prolyl] benzylamide as a pale yellow oil. Starting materials: OC1=C(C(CC(C1)C1=C(C=C(C=C1C)C)C)=O)C(CC)=O (3-hydroxy-5-mesityl-2-propionylcyclohex-2-en-1-one), Cl (hydrochloric acid), [Cl-].[Cl-].[Cl-].[Al+3] (aluminum trichloride), C(\C=C\C)(=O)Cl (crotonyl chloride). The solvent is ClCCl (dichloromethane), ClCCl (dichloromethane). Reaction conditions: temperature 0 celsius, time 5 minute. Yields the product OC1=C(C(CC(C1)C1=C(C(=C(C=C1C)C)C(\C=C\C)=O)C)=O)C(CC)=O (3-hydroxy-5-(3-crotonyl-2,4,6-trimethylphenyl)-2-propionylcyclohex-2-en-1-one). Isolated yield 115.7%. As a reaction SMILES: [Cl-].[Cl-].[Cl-].[Al+3].[OH:5][C:6]1[CH2:11][CH:10]([C:12]2[C:17]([CH3:18])=[CH:16][C:15]([CH3:19])=[CH:14][C:13]=2[CH3:20])[CH2:9][C:8](=[O:21])[C:7]=1[C:22](=[O:25])[CH2:23][CH3:24].[C:26](Cl)(=[O:30])/[CH:27]=[CH:28]/[CH3:29].Cl>ClCCl>[OH:21][C:8]1[CH2:9][CH:10]([C:12]2[C:17]([CH3:18])=[CH:16][C:15]([CH3:19])=[C:14]([C:26](=[O:30])/[CH:27]=[CH:28]/[CH3:29])[C:13]=2[CH3:20])[CH2:11][C:6](=[O:5])[C:7]=1[C:22](=[O:25])[CH2:23][CH3:24] |f:0.1.2.3|. Procedure: To a suspension of aluminum trichloride (4.0 g, 0.03 mole) in dichloromethane (20 ml) at 0° C. was added 3-hydroxy-5-mesityl-2-propionylcyclohex-2-en-1-one (2.9, 0.01 mole) in dichloromethane (10 ml). The mixture was stirred at 0° C. for five minutes and then crotonyl chloride (1.1 g, 0.01 mole) was added. Stirring was continued at 0° C. for 30 minutes and then at 20° C. for 3 hours. The brown solution was poured into cold dilute hydrochloric acid (2M, 200 ml) and shaken occasionally as it was a... Reactants: C(C)OC(=O)C1=C(N(N=C1)CC)C(=O)O (2-ethyl-2H-pyrazole-3,4-dicarboxylic acid 4-ethyl ester), S(=O)(Cl)Cl (thionyl chloride). The product is C(C)OC(=O)C=1C=NN(C1C(=O)Cl)C (5-Chlorocarbonyl-1-methyl-1H-pyrazole-4-carboxylic acid ethyl ester). Reaction SMILES: [CH2:1]([O:3][C:4]([C:6]1[CH:10]=[N:9][N:8]([CH2:11]C)[C:7]=1[C:13]([OH:15])=O)=[O:5])[CH3:2].S(Cl)([Cl:18])=O>>[CH2:1]([O:3][C:4]([C:6]1[CH:10]=[N:9][N:8]([CH3:11])[C:7]=1[C:13]([Cl:18])=[O:15])=[O:5])[CH3:2]. Procedure: A mixture of 2-ethyl-2H-pyrazole-3,4-dicarboxylic acid 4-ethyl ester (Example 10, steps 1-3, 3 g, 15 mmol) and thionyl chloride (40 ml) was heated to reflux (4 h). The thionyl chloride was evaporated, and the residue (3.38 g, 64%) was used in the next step without further purification.